The task is: describe an organic reaction: reactants, conditions, products, and yield. This data is from the Open Reaction Database (ORD), a public repository of structured organic reaction records. Reactants: NC=1C=C(C(=O)O)C=CC1C (3-Amino-4-methyl benzoic acid), N(=O)[O-].[Na+] (NaNO2), [N-]=[N+]=[N-].[Na+] (NaN3). Run in O (water), Cl (HCl), O (water). Run at temperature 0 celsius, time 30 minute. Yields the product N(=[N+]=[N-])C=1C=C(C(=O)O)C=CC1C (3-azido-4-methyl benzoic acid). As a reaction SMILES: [NH2:1][C:2]1[CH:3]=[C:4]([CH:8]=[CH:9][C:10]=1[CH3:11])[C:5]([OH:7])=[O:6].N([O-])=O.[Na+].[N-:16]=[N+:17]=[N-].[Na+]>Cl.O>[N:1]([C:2]1[CH:3]=[C:4]([CH:8]=[CH:9][C:10]=1[CH3:11])[C:5]([OH:7])=[O:6])=[N+:16]=[N-:17] |f:1.2,3.4|. Procedure details: 3-Amino-4-methyl benzoic acid (2.28 g, 15.1 mmol) was suspended in 65 mL of 2N HCl and chilled to 0° C. A chilled solution of 1.25 g (18.1 mmol) of NaNO2 in 5 mL of water was added slowly, and the solution was stirred for 30 min. The mixture was filtered through a plug of diatomaceous earth, and then returned to a 0° C. bath where 1.08 g (16.6 mmol) of NaN3 dissolved in about 5 mL of water was slowly added. Gas evolved immediately, and a precipitate formed. The precipitate was filtered, washed w... Starting materials: COC1=CC=C(CN(C2=NC=C(C=N2)C=2C3=C(N=C(N2)N2CCOCC2)NCC3)CC3=CC=C(C=C3)OC)C=C1 (bis-(4-methoxy-benzyl)-[5-(2-morpholin-4-yl-6,7-dihydro-5H-pyrrolo[2,3-d]pyrimidin-4-yl)-pyrimidin-2-yl]-amine), C1(=CC=CC=C1)N=C=O (phenylisocyanate). The product is C1(=CC=CC=C1)NC(=O)N1CCC2=C1N=C(N=C2C=2C=NC(=NC2)N(CC2=CC=C(C=C2)OC)CC2=CC=C(C=C2)OC)N2CCOCC2 (4-{2-[bis-(4-methoxy-benzyl)-amino]-pyrimidin-5-yl}-2-morpholin-4-yl-5,6-dihydro-pyrrolo[2,3-d]pyrimidine-7-carboxylic acid phenylamide). RXN SMILES: [CH3:1][O:2][C:3]1[CH:40]=[CH:39][C:6]([CH2:7][N:8]([CH2:30][C:31]2[CH:36]=[CH:35][C:34]([O:37][CH3:38])=[CH:33][CH:32]=2)[C:9]2[N:14]=[CH:13][C:12]([C:15]3[C:16]4[CH2:29][CH2:28][NH:27][C:17]=4[N:18]=[C:19]([N:21]4[CH2:26][CH2:25][O:24][CH2:23][CH2:22]4)[N:20]=3)=[CH:11][N:10]=2)=[CH:5][CH:4]=1.[C:41]1([N:47]=[C:48]=[O:49])[CH:46]=[CH:45][CH:44]=[CH:43][CH:42]=1>>[C:41]1([NH:47][C:48]([N:27]2[C:17]3[N:18]=[C:19]([N:21]4[CH2:26][CH2:25][O:24][CH2:23][CH2:22]4)[N:20]=[C:15]([C:12]4[CH:11]=[N:10][C:9]([N:8]([CH2:7][C:6]5[CH:5]=[CH:4][C:3]([O:2][CH3:1])=[CH:40][CH:39]=5)[CH2:30][C:31]5[CH:32]=[CH:33][C:34]([O:37][CH3:38])=[CH:35][CH:36]=5)=[N:14][CH:13]=4)[C:16]=3[CH2:29][CH2:28]2)=[O:49])[CH:46]=[CH:45][CH:44]=[CH:43][CH:42]=1. Procedure details: Using bis-(4-methoxy-benzyl)-[5-(2-morpholin-4-yl-6,7-dihydro-5H-pyrrolo[2,3-d]pyrimidin-4-yl)-pyrimidin-2-yl]-amine (50 mg) and phenylisocyanate (30 μl) instead of ethylisocyanate, in the same manner as Example 1-D-03, a crude product of 4-{2-[bis-(4-methoxy-benzyl)-amino]-pyrimidin-5-yl}-2-morpholin-4-yl-5,6-dihydro-pyrrolo[2,3-d]pyrimidine-7-carboxylic acid phenylamide was obtained, and then the PMB groups were removed according to Deprotection method 1′, to obtain the desired compound (D-28)... The reactants are C(C)I (ethyl iodide), C([O-])(O)=O.[Na+] (sodium bicarbonate), COC1=CC=C(CS[C@H]2C[C@H](NC2)C(NC)=O)C=C1 ((2S, 4S)-4-(4-methoxybenzylthio)-2-methylcarbamoylpyrrolidine), [Cl-].[Na+] (sodium chloride). Run in CN(C=O)C (dimethylformamide). Conditions: time 1 hour. The product is C(C)N1[C@@H](C[C@@H](C1)SCC1=CC=C(C=C1)OC)C(NC)=O ((2S, 4S)-1-Ethyl-4-(4-methoxybenzylthio)-2-methylcarbamoylpyrrolidine). Reaction SMILES: [CH2:1](I)[CH3:2].C(=O)(O)[O-].[Na+].[CH3:9][O:10][C:11]1[CH:27]=[CH:26][C:14]([CH2:15][S:16][C@@H:17]2[CH2:21][NH:20][C@H:19]([C:22](=[O:25])[NH:23][CH3:24])[CH2:18]2)=[CH:13][CH:12]=1.[Cl-].[Na+]>CN(C)C=O>[CH2:1]([N:20]1[CH2:21][C@@H:17]([S:16][CH2:15][C:14]2[CH:13]=[CH:12][C:11]([O:10][CH3:9])=[CH:27][CH:26]=2)[CH2:18][C@H:19]1[C:22](=[O:25])[NH:23][CH3:24])[CH3:2] |f:1.2,4.5|. Procedure: 0.71 ml of ethyl iodide and 742 mg of sodium bicarbonate were added to a solution of 2.25 g of (2S, 4S)-4-(4-methoxybenzylthio)-2-methylcarbamoylpyrrolidine dissolved in 20 ml of dry dimethylformamide, and the mixture was stirred at 0° to 5° C. for 1 hour and then at room temperature for 5 hours. At the end of this time, the reaction mixture was poured into an aqueous solution of sodium chloride and extracted with ethyl acetate. The extract was washed with an aqueous solution of sodium chloride ... The reactants are CC(CCCC(C)C)OC1=CC=C(CO)C=C1 (p-[(1,5-dimethyl-hexyl)-oxy]-benzyl alcohol), C(CC)Br (propyl bromide). Product: CC(CCCC(C)C)OC1=CC=C(C=C1)COCCC (p-[(1,5-dimethyl-hexyl)-oxy]-α-propoxy-toluene). Reaction SMILES: [CH3:1][CH:2]([O:9][C:10]1[CH:17]=[CH:16][C:13]([CH2:14][OH:15])=[CH:12][CH:11]=1)[CH2:3][CH2:4][CH2:5][CH:6]([CH3:8])[CH3:7].[CH2:18](Br)[CH2:19][CH3:20]>>[CH3:1][CH:2]([O:9][C:10]1[CH:17]=[CH:16][C:13]([CH2:14][O:15][CH2:18][CH2:19][CH3:20])=[CH:12][CH:11]=1)[CH2:3][CH2:4][CH2:5][CH:6]([CH3:7])[CH3:8]. Procedure: By the process described in Example 1, p-[(1,5-dimethyl-hexyl)-oxy]-benzyl alcohol is reacted with propyl bromide to give p-[(1,5-dimethyl-hexyl)-oxy]-α-propoxy-toluene (boiling point = 198°- 200°C/1.0 mmHg).